From a dataset of the Open Reaction Database (ORD), a public repository of structured organic reaction records. describe an organic reaction: reactants, conditions, products, and yield Starting materials: C(C1=CC=CC=C1)(C1=CC=CC=C1)N1CC(C1)C1=NOC(=N1)[C@@H](CC(=O)OC(C)(C)C)CCCC1CCCCC1 (tert-butyl (3R)-3-[3-(1-benzhydryl-3-azetidinyl)-1,2,4-oxadiazol-5-yl]-6-cyclohexylhexanoate), CC(OC(=O)Cl)Cl (ACE-Cl). The solvent is C(Cl)Cl (DCM). Product: N1CC(C1)C1=NOC(=N1)[C@@H](CC(=O)OC)CCCC1CCCCC1 (methyl (3R)-3-[3-(3-azetidinyl)-1,2,4-oxadiazol-5-yl]-6-cyclohexylhexanoate). Isolated yield 73.3%. As a reaction SMILES: C([N:14]1[CH2:17][CH:16]([C:18]2[N:22]=[C:21]([C@H:23]([CH2:32][CH2:33][CH2:34][CH:35]3[CH2:40][CH2:39][CH2:38][CH2:37][CH2:36]3)[CH2:24][C:25]([O:27][C:28](C)(C)C)=[O:26])[O:20][N:19]=2)[CH2:15]1)(C1C=CC=CC=1)C1C=CC=CC=1.CC(Cl)OC(Cl)=O>C(Cl)Cl>[NH:14]1[CH2:17][CH:16]([C:18]2[N:22]=[C:21]([C@H:23]([CH2:32][CH2:33][CH2:34][CH:35]3[CH2:36][CH2:37][CH2:38][CH2:39][CH2:40]3)[CH2:24][C:25]([O:27][CH3:28])=[O:26])[O:20][N:19]=2)[CH2:15]1. Procedure: A solution of tert-butyl (3R)-3-[3-(1-benzhydryl-3-azetidinyl)-1,2,4-oxadiazol-5-yl]-6-cyclohexylhexanoate (preparation 36) (1.99 g, 3.66 mmol) in DCM (15 ml) was treated with ACE-Cl (530 μl, 4.90 mmol) and heated at reflux for 4 hours. The solvent was removed under reduced pressure. The residue was dissolved in MeOH (15 ml) and heated at reflux for 1.5 hours. The solvent was removed under reduced pressure. The oil was dissolved in EtOAc (150 ml) and washed with sat. NaHCO3 solution (50 ml) and ... Starting materials: Cl.BrC(C(=O)NC1=CC=C(C=C1)N=C(C)N(C)C)C (N'[4-(α-bromopropionyl)aminophenyl]-N,N-dimethylacetamidine hydrochloride), C(C)NCC (diethylamine). Product: C(C)N(C(C(=O)NC1=CC=C(C=C1)N=C(C)N(C)C)C)CC (N'-[4-(α-diethylaminopropionyl)aminophenyl]-N,N-dimethylacetamidine). RXN SMILES: Cl.Br[CH:3]([CH3:19])[C:4]([NH:6][C:7]1[CH:12]=[CH:11][C:10]([N:13]=[C:14]([N:16]([CH3:18])[CH3:17])[CH3:15])=[CH:9][CH:8]=1)=[O:5].[CH2:20]([NH:22][CH2:23][CH3:24])[CH3:21]>>[CH2:20]([N:22]([CH2:23][CH3:24])[CH:3]([CH3:19])[C:4]([NH:6][C:7]1[CH:12]=[CH:11][C:10]([N:13]=[C:14]([N:16]([CH3:18])[CH3:17])[CH3:15])=[CH:9][CH:8]=1)=[O:5])[CH3:21] |f:0.1|. Procedure details: Following the procedure described in Example 3, reaction of 27.5 g of N'[4-(α-bromopropionyl)aminophenyl]-N,N-dimethylacetamidine hydrochloride with 40 g of diethylamine gives N'-[4-(α-diethylaminopropionyl)aminophenyl]-N,N-dimethylacetamidine, which is converted, in the crude form, into the naphthalenedisulphonate by means of one equivalent of naphthalenedisulphonic acid. Yield 16 g, melting point >260° C (decomposition) (recrystallized from ethanol/H2O). The reactants are CS(=O)C (DMSO), C(C)(C)(C)OC(N[C@H]1CO[C@@H](CC1)CO)=O ((3R,6S)-(6-hydroxymethyl-tetrahydro-pyran-3-yl)-carbamic acid tert-butyl ester), C([O-])(O)=O.[Na+] (sodium bicarbonate), C(C(=O)Cl)(=O)Cl (oxalyl chloride). Run in C(Cl)Cl (DCM), C(Cl)Cl (DCM), C(Cl)Cl (DCM), C(C)N(CC)CC (triethylamine), C(Cl)Cl (DCM). Conditions: temperature 0 celsius, time 15 minute. The product is C(C)(C)(C)OC(N[C@H]1CO[C@@H](CC1)C=O)=O ((3R,6S)-(6-formyl-tetrahydro-pyran-3-yl)-carbamic acid tert-butyl ester). The yield is 84.1%. As a reaction SMILES: C(Cl)(=O)C(Cl)=O.CS(C)=O.[C:11]([O:15][C:16](=[O:26])[NH:17][C@@H:18]1[CH2:23][CH2:22][C@@H:21]([CH2:24][OH:25])[O:20][CH2:19]1)([CH3:14])([CH3:13])[CH3:12].C(=O)(O)[O-].[Na+]>C(Cl)Cl.C(N(CC)CC)C>[C:11]([O:15][C:16](=[O:26])[NH:17][C@@H:18]1[CH2:23][CH2:22][C@@H:21]([CH:24]=[O:25])[O:20][CH2:19]1)([CH3:14])([CH3:12])[CH3:13] |f:3.4|. Reported procedure: To a solution of oxalyl chloride (3.5 ml) in DCM (25 ml) cooled to −78° C., was added drop wise a solution of DMSO (3.5 ml) in DCM (25 ml). After 15 minutes stirring, a solution of (3R,6S)-(6-hydroxymethyl-tetrahydro-pyran-3-yl)-carbamic acid tert-butyl ester (prepared as described in Eur. J. Org. Chem. (2003), 2418-2427; 3 g) in DCM (25 ml) was added drop wise. The reaction was stirred 1 h and a solution of triethylamine (15 ml) in DCM (15 ml) was added dropwise. The reaction proceeded for 1 ho... Reactants: CC(=O)Nc1nc(C)c(S(=O)(=O)Cl)s1, COC(=O)C(Cc1ccc(-c2ccc(C#N)cc2)cc1)NC(=O)C1Cc2cc3c(cc2CN1)OC(c1ccc(OCC2CCCC2)cc1)CO3, Cl. Yields the product COC(=O)C(Cc1ccc(-c2ccc(C#N)cc2)cc1)NC(=O)C1Cc2cc3c(cc2CN1S(=O)(=O)c1sc(NC(C)=O)nc1C)OC(c1ccc(OCC2CCCC2)cc1)CO3. Reaction SMILES: [C:52]([CH3:53])(=[O:54])[NH:55][c:56]1[s:57][c:58]([S:62](=[O:63])(=[O:64])[Cl:65])[c:59]([CH3:61])[n:60]1.[CH3:2][O:3][C:4]([CH:5]([CH2:6][c:7]1[cH:8][cH:9][c:10](-[c:13]2[cH:14][cH:15][c:16]([C:19]#[N:20])[cH:17][cH:18]2)[cH:11][cH:12]1)[NH:21][C:22](=[O:23])[CH:24]1[NH:25][CH2:26][c:27]2[cH:28][c:29]3[c:30]([cH:31][c:32]2[CH2:33]1)[O:34][CH2:35][CH:36]([c:38]1[cH:39][cH:40][c:41]([O:44][CH2:45][CH:46]2[CH2:47][CH2:48][CH2:49][CH2:50]2)[cH:42][cH:43]1)[O:37]3)=[O:51].[ClH:1]>>[CH3:2][O:3][C:4]([CH:5]([CH2:6][c:7]1[cH:8][cH:9][c:10](-[c:13]2[cH:14][cH:15][c:16]([C:19]#[N:20])[cH:17][cH:18]2)[cH:11][cH:12]1)[NH:21][C:22](=[O:23])[CH:24]1[N:25]([S:62]([c:58]2[s:57][c:56]([NH:55][C:52]([CH3:53])=[O:54])[n:60][c:59]2[CH3:61])(=[O:63])=[O:64])[CH2:26][c:27]2[cH:28][c:29]3[c:30]([cH:31][c:32]2[CH2:33]1)[O:34][CH2:35][CH:36]([c:38]1[cH:39][cH:40][c:41]([O:44][CH2:45][CH:46]2[CH2:47][CH2:48][CH2:49][CH2:50]2)[cH:42][cH:43]1)[O:37]3)=[O:51]. Starting materials: O=C([O-])[O-], CCCCO, CCOCC, CO, ClCCNCCCl, Cl, Nc1cccc(F)c1, [K+], [K+], O. Product: Fc1cccc(N2CCNCC2)c1, Cl. RXN SMILES: [C:17](=[O:18])([O-:19])[O-:20].[CH2:23]([OH:24])[CH2:25][CH2:26][CH3:27].[CH2:28]([O:29][CH2:30][CH3:31])[CH3:32].[CH3:34][OH:35].[Cl:2][CH2:3][CH2:4][NH:5][CH2:6][CH2:7][Cl:8].[ClH:1].[F:9][c:10]1[cH:11][c:12]([NH2:13])[cH:14][cH:15][cH:16]1.[K+:21].[K+:22].[OH2:33]>>[CH2:3]1[CH2:4][NH:5][CH2:6][CH2:7][N:13]1[c:12]1[cH:11][c:10]([F:9])[cH:16][cH:15][cH:14]1.[ClH:2]. Reactants: COc1ccc2c(c1F)C(C)(C)C(=O)C(C(=O)NCC(=O)OC(C)(C)C)=C2O, O=C(O)C(F)(F)F. The product is COc1ccc2c(c1F)C(C)(C)C(=O)C(C(=O)NCC(=O)O)=C2O. RXN SMILES: [F:1][c:2]1[c:3]([O:27][CH3:28])[cH:4][cH:5][c:6]2[c:11]1[C:10]([CH3:12])([CH3:13])[C:9](=[O:14])[C:8]([C:15](=[O:16])[NH:17][CH2:18][C:19](=[O:20])[O:21][C:22]([CH3:23])([CH3:24])[CH3:25])=[C:7]2[OH:26].[F:29][C:30]([F:31])([F:32])[C:33]([OH:34])=[O:35]>>[F:1][c:2]1[c:3]([O:27][CH3:28])[cH:4][cH:5][c:6]2[c:11]1[C:10]([CH3:12])([CH3:13])[C:9](=[O:14])[C:8]([C:15](=[O:16])[NH:17][CH2:18][C:19](=[O:20])[OH:21])=[C:7]2[OH:26]. Starting materials: C1CCOC1, CCOC(=O)CP(=O)(OCC)OCC, [Cl-], CSc1nc(Nc2c(F)cccc2F)c(C=O)c(-c2ccc(F)cc2C)n1, [H-], [NH4+], [Na+]. Product: CCOC(=O)C=Cc1c(Nc2c(F)cccc2F)nc(SC)nc1-c1ccc(F)cc1C. As a reaction SMILES: [CH2:46]1[O:47][CH2:48][CH2:49][CH2:50]1.[CH3:1][CH2:2][O:3][C:4](=[O:5])[CH2:6][P:7]([O:8][CH2:9][CH3:10])([O:11][CH2:12][CH3:13])=[O:14].[Cl-:44].[F:17][c:18]1[c:19]([NH:25][c:26]2[n:27][c:28]([S:42][CH3:43])[n:29][c:30](-[c:34]3[c:35]([CH3:41])[cH:36][c:37]([F:40])[cH:38][cH:39]3)[c:31]2[CH:32]=[O:33])[c:20]([F:24])[cH:21][cH:22][cH:23]1.[H-:16].[NH4+:45].[Na+:15]>>[CH3:1][CH2:2][O:3][C:4](=[O:5])[CH:6]=[CH:32][c:31]1[c:26]([NH:25][c:19]2[c:18]([F:17])[cH:23][cH:22][cH:21][c:20]2[F:24])[n:27][c:28]([S:42][CH3:43])[n:29][c:30]1-[c:34]1[c:35]([CH3:41])[cH:36][c:37]([F:40])[cH:38][cH:39]1. The reactants are C(O)([O-])=O.[Na+] (sodium hydrogen carbonate), SC=1C=C2C=CNC(C2=CC1)=O (6-mercapto-2H-isoquinolin-1-one), C(C)(C)(C)OC(=O)N1CCC(CC1)OS(=O)(=O)C (4-methane-sulphonyloxy-piperidine-1-carboxylic acid tert-butyl ester), C(=O)([O-])[O-].[K+].[K+] (K2CO3). Run in CN(C=O)C (N, N-dimethylformamide), C(C)(=O)OCC.CCCCCCC (ethyl acetate heptane). Run at temperature 50 celsius, time 8 hour. Yields the product C(C)(C)(C)OC(=O)N1CCC(CC1)SC=1C=C2C=CNC(C2=CC1)=O (4-(1-Oxo-1,2-dihydroisoquinolin-6-ylsulfanyl)piperidine-1-carboxylic acid tert-butyl ester). Yield: 14.9%. As a reaction SMILES: [SH:1][C:2]1[CH:3]=[C:4]2[C:9](=[CH:10][CH:11]=1)[C:8](=[O:12])[NH:7][CH:6]=[CH:5]2.[C:13]([O:17][C:18]([N:20]1[CH2:25][CH2:24][CH:23](OS(C)(=O)=O)[CH2:22][CH2:21]1)=[O:19])([CH3:16])([CH3:15])[CH3:14].C([O-])([O-])=O.[K+].[K+].C(=O)([O-])O.[Na+]>CN(C)C=O.C(OCC)(=O)C.CCCCCCC>[C:13]([O:17][C:18]([N:20]1[CH2:25][CH2:24][CH:23]([S:1][C:2]2[CH:3]=[C:4]3[C:9](=[CH:10][CH:11]=2)[C:8](=[O:12])[NH:7][CH:6]=[CH:5]3)[CH2:22][CH2:21]1)=[O:19])([CH3:16])([CH3:14])[CH3:15] |f:2.3.4,5.6,8.9|. Procedure: A mixture of 6-mercapto-2H-isoquinolin-1-one (50 mg, 0.28 mmol), 4-methane-sulphonyloxy-piperidine-1-carboxylic acid tert-butyl ester (117 mg, 0.42 mmol) and K2CO3 (64 mg, 0.46 mmol) in N, N-dimethylformamide (1.5 ml) was heated at 50° C. then left at ambient temperature overnight. Saturated aqueous sodium hydrogen carbonate was added to the mixture which was extracted with ethyl acetate (x 3). The combined organics were dried (Na2SO4) and concentrated in vacuo to give a residue. Flash chromatog... The reactants are CCc1cc(Br)ccc1CO, CI, [H-], [Na+], CN(C)C=O. Product: CCc1cc(Br)ccc1COC. Reaction SMILES: [Br:1][c:2]1[cH:3][c:4]([CH2:10][CH3:11])[c:5]([CH2:8][OH:9])[cH:6][cH:7]1.[CH3:14][I:15].[H-:13].[Na+:12].[O:16]=[CH:17][N:18]([CH3:19])[CH3:20]>>[Br:1][c:2]1[cH:3][c:4]([CH2:10][CH3:11])[c:5]([CH2:8][O:9][CH3:14])[cH:6][cH:7]1. The reactants are C(C=C)OC(=O)N1CCC(=CC1)C(C[C@@H]1[C@H](C(N1C(C(=O)OCC=C)=P(C1=CC=CC=C1)(C1=CC=CC=C1)C1=CC=CC=C1)=O)[C@@H](C)O[Si](C)(C)C(C)(C)C)=O (Allyl 2-[(3S,4R)-4-{2-(1-allyloxycarbonyl-1,2,3,6-tetrahydropyridin-4-yl)-2-oxoethyl}-3-{(1R)-1-t-butyldimethylsilyloxyethyl}-2-oxoazetidin-1-yl]-2-triphenylphosphoranylideneacetate). The solvent is C1(=CC=CC=C1)C (toluene). Product: C(C=C)OC(=O)N1CCC(=CC1)C1=C(N2C([C@@H]([C@H]2C1)[C@@H](C)O[Si](C)(C)C(C)(C)C)=O)C(=O)OCC=C (allyl (5R,6S)-3-(1-allyloxycarbonyl-1,2,3,6-tetrahydropyridin-4-yl)-6-[(1R)-1-t-butyldimethylsilyloxyethyl]-7-oxo-1-azabicyclo[3.2.0]hept-2-ene-2-carboxylate). Yield: 72.3%. RXN SMILES: [CH2:1]([O:4][C:5]([N:7]1[CH2:12][CH:11]=[C:10]([C:13](=O)[CH2:14][C@H:15]2[N:18]([C:19](=P(C3C=CC=CC=3)(C3C=CC=CC=3)C3C=CC=CC=3)[C:20]([O:22][CH2:23][CH:24]=[CH2:25])=[O:21])[C:17](=[O:45])[C@@H:16]2[C@H:46]([O:48][Si:49]([C:52]([CH3:55])([CH3:54])[CH3:53])([CH3:51])[CH3:50])[CH3:47])[CH2:9][CH2:8]1)=[O:6])[CH:2]=[CH2:3]>C1(C)C=CC=CC=1>[CH2:1]([O:4][C:5]([N:7]1[CH2:12][CH:11]=[C:10]([C:13]2[CH2:14][C@H:15]3[N:18]([C:17](=[O:45])[C@@H:16]3[C@H:46]([O:48][Si:49]([C:52]([CH3:53])([CH3:54])[CH3:55])([CH3:51])[CH3:50])[CH3:47])[C:19]=2[C:20]([O:22][CH2:23][CH:24]=[CH2:25])=[O:21])[CH2:9][CH2:8]1)=[O:6])[CH:2]=[CH2:3]. Procedure details: Allyl 2-[(3S,4R)-4-{2-(1-allyloxycarbonyl-1,2,3,6-tetrahydropyridin-4-yl)-2-oxoethyl}-3-{(1R)-1-t-butyldimethylsilyloxyethyl}-2-oxoazetidin-1-yl]-2-triphenylphosphoranylideneacetate (2.0 g) was dissolved in degassed toluene (40 ml) and the solution was heated to reflux for 8 hours. Evaporation of the solvent gave a residue, which was chromatographed on silica gel (50 g) eluting with a mixture of n-hexane and ethyl acetate (19:1-7:3 V/V) to give allyl (5R,6S)-3-(1-allyloxycarbonyl-1,2,3,6-tetrahy...